This data is from the Open Reaction Database (ORD), a public repository of structured organic reaction records. The task is: describe an organic reaction: reactants, conditions, products, and yield Starting materials: [OH-].[Na+] (sodium hydroxide), CON=C(C(=O)OC)C1=CC(=CC=C1)O (methyl 2-methoxyimino-2-(3-hydroxyphenyl)acetate). The solvent is CO (methanol), CO (methanol). The product is CON=C(C(=O)O)C1=CC(=CC=C1)O (2-methoxyimino-2-(3-hydroxyphenyl)acetic acid). The yield is 73.5%. Reaction SMILES: [OH-].[Na+].[CH3:3][O:4][N:5]=[C:6]([C:11]1[CH:16]=[CH:15][CH:14]=[C:13]([OH:17])[CH:12]=1)[C:7]([O:9]C)=[O:8]>CO>[CH3:3][O:4][N:5]=[C:6]([C:11]1[CH:16]=[CH:15][CH:14]=[C:13]([OH:17])[CH:12]=1)[C:7]([OH:9])=[O:8] |f:0.1|. Procedure: An aqueous solution of 2 N sodium hydroxide (8 ml.) was added with stirring at ambient temperature to a solution of methyl 2-methoxyimino-2-(3-hydroxyphenyl)acetate (anti isomer) (1.56 g.) in methanol (30 ml.). After stirring for 3 hours at the same temperature, methanol was distilled off. To the residue was added water and the mixture was washed with ether. The aqueous layer was adjusted to pH 1 with 10% hydrochloric acid, subjected to salting-out and extracted with ether. The extract was washe... Starting materials: C1(=CC=CC2=CC=CC=C12)C1CCN(CC1)C(=O)OCC(Cl)(Cl)Cl (4-(1-naphthyl)-1-(2,2,2-trichloroethoxycarbonyl)piperidine). The reagents and catalysts are [Zn] (zinc). Run in C(C)(=O)O (acetic acid). Product: Cl.C1(=CC=CC2=CC=CC=C12)C1CCNCC1 (4-(1-Naphthyl)piperidine Hydrochloride). Yield: 73.4%. Reaction SMILES: [C:1]1([CH:11]2[CH2:16][CH2:15][N:14](C(OCC(Cl)(Cl)[Cl:22])=O)[CH2:13][CH2:12]2)[C:10]2[C:5](=[CH:6][CH:7]=[CH:8][CH:9]=2)[CH:4]=[CH:3][CH:2]=1>C(O)(=O)C.[Zn]>[ClH:22].[C:1]1([CH:11]2[CH2:16][CH2:15][NH:14][CH2:13][CH2:12]2)[C:10]2[C:5](=[CH:6][CH:7]=[CH:8][CH:9]=2)[CH:4]=[CH:3][CH:2]=1 |f:3.4|. Procedure details: A solution of 4-(1-naphthyl)-1-(2,2,2-trichloroethoxycarbonyl)piperidine (0.85 g, 2.2 mmol) and a powdered zinc (0.80 g, 1.2 mmol) in acetic acid (22 mL) was stirred at room temperature overnight. After filtrating the reaction mixture through Celite, the filtrate was concentrated, and a saturated aqueous sodium hydrogencarbonate was then added to pH of 10, and the resulting mixture was extracted with chloroform. After drying over anhydrous sodium sulfate, the chloroform layer was concentrated, a... Starting materials: BrC1=CC=C(C(C=O)=C1)OC (5-bromo-o-anisaldehyde), C(CCO)O (propane-1,3diol), B(F)(F)F.CCOCC (BF3 Et2O). The solvent is C1(=CC=CC=C1)C (toluene), CCOCC (ether). The product is BrC=1C=C(C(=CC1)OC)C1OCCCO1 (2-(3-Bromo-6-methoxyphenyl)-1,3-dioxane). The yield is 84.3%. RXN SMILES: [Br:1][C:2]1[CH:9]=[C:6]([CH:7]=[O:8])[C:5]([O:10][CH3:11])=[CH:4][CH:3]=1.[CH2:12](O)[CH2:13][CH2:14][OH:15].B(F)(F)F.CCOCC>C1(C)C=CC=CC=1.CCOCC>[Br:1][C:2]1[CH:9]=[C:6]([CH:7]2[O:15][CH2:14][CH2:13][CH2:12][O:8]2)[C:5]([O:10][CH3:11])=[CH:4][CH:3]=1 |f:2.3|. Procedure details: A mixture of 5-bromo-o-anisaldehyde (10.0 g, 46,5 mmol), propane-1,3diol (3.90 g, 51.2 mmol) and BF3-Et2O(0.15 ml) in toluene (50 ml) was refluxed in a Dean-Stark apparatus for 3 h. The reaction mixture was cooled, diluted with ether. The organic layer was washed successively with sat. NaHCO3 aq., water and brine, dried (MgSO4), and concentrated in vacuo to give crude product. The residue was distilled to give Compound 38 (10.7 g, 84%) as a colorless oil. Starting materials: FC1=C(C=CC(=C1)F)C1=NC(=NC=N1)NC1=CC(=CC=C1)CS(=O)(=O)C (4-(2,4-difluorophenyl)-N-{3-[(methylsulfonyl)methyl]phenyl}-1,3,5-triazin-2-amine), intermediate 42.1, FC(CO)F (2,2-difluoroethanol). Product: FC(COC1=C(C=CC(=C1)F)C1=NC(=NC=N1)NC1=CC(=CC=C1)CS(=O)(=O)C)F (4-[2-(2,2-Difluoroethoxy)-4-fluorophenyl]-N-{3-[(methylsulfonyl)methyl]phenyl}-1,3,5-triazin-2-amine). RXN SMILES: F[C:2]1[CH:7]=[C:6]([F:8])[CH:5]=[CH:4][C:3]=1[C:9]1[N:14]=[CH:13][N:12]=[C:11]([NH:15][C:16]2[CH:21]=[CH:20][CH:19]=[C:18]([CH2:22][S:23]([CH3:26])(=[O:25])=[O:24])[CH:17]=2)[N:10]=1.[F:27][CH:28]([F:31])[CH2:29][OH:30]>>[F:27][CH:28]([F:31])[CH2:29][O:30][C:2]1[CH:7]=[C:6]([F:8])[CH:5]=[CH:4][C:3]=1[C:9]1[N:14]=[CH:13][N:12]=[C:11]([NH:15][C:16]2[CH:21]=[CH:20][CH:19]=[C:18]([CH2:22][S:23]([CH3:26])(=[O:25])=[O:24])[CH:17]=2)[N:10]=1. Reported procedure: Starting with 4-(2,4-difluorophenyl)-N-{3-[(methylsulfonyl)methyl]phenyl}-1,3,5-triazin-2-amine (70 mg; 0.184 mmol), intermediate 42.1, and 2,2-difluoroethanol (48 μl; 0.736 mmol), example 60 was prepared analogously to the procedure for the preparation of example 42. Reactants: NC[C@@H]1[C@H]2C[C@H]2CN1C(=O)C=1N=C(SC1C=1C=C(C=CC1)C)C (((1S,2S,5R)-2-Aminomethyl-3-aza-bicyclo[3.1.0]hex-3-yl)-(2-methyl-5-m-tolyl-thiazol-4-yl)-methanone), COC1=CC(=C(C(=O)O)C=C1)C (4-Methoxy-2-methyl-benzoic acid). Product: COC1=CC(=C(C(=O)NC[C@@H]2[C@H]3C[C@H]3CN2C(=O)C=2N=C(SC2C=2C=C(C=CC2)C)C)C=C1)C (4-Methoxy-2-methyl-N-[(1S,2S,5R)-3-(2-methyl-5-m-tolyl-thiazole-4-carbonyl)-3-aza-bicyclo[3.1.0]hex-2-ylmethyl]-benzamide). RXN SMILES: [NH2:1][CH2:2][C@H:3]1[N:8]([C:9]([C:11]2[N:12]=[C:13]([CH3:23])[S:14][C:15]=2[C:16]2[CH:17]=[C:18]([CH3:22])[CH:19]=[CH:20][CH:21]=2)=[O:10])[CH2:7][C@H:6]2[C@@H:4]1[CH2:5]2.[CH3:24][O:25][C:26]1[CH:34]=[CH:33][C:29]([C:30](O)=[O:31])=[C:28]([CH3:35])[CH:27]=1>>[CH3:24][O:25][C:26]1[CH:34]=[CH:33][C:29]([C:30]([NH:1][CH2:2][C@H:3]2[N:8]([C:9]([C:11]3[N:12]=[C:13]([CH3:23])[S:14][C:15]=3[C:16]3[CH:17]=[C:18]([CH3:22])[CH:19]=[CH:20][CH:21]=3)=[O:10])[CH2:7][C@H:6]3[C@@H:4]2[CH2:5]3)=[O:31])=[C:28]([CH3:35])[CH:27]=1. Procedure details: prepared by reaction of ((1S,2S,5R)-2-Aminomethyl-3-aza-bicyclo[3.1.0]hex-3-yl)-(2-methyl-5-m-tolyl-thiazol-4-yl)-methanone with 4-Methoxy-2-methyl-benzoic acid. LC-MS (basic): tR=0.90 min; [M+H]+=476.2.